Dataset: the Open Reaction Database (ORD), a public repository of structured organic reaction records. Task: describe an organic reaction: reactants, conditions, products, and yield Starting materials: C(=O)(O)C1=C(C=C2C(NC(S2)=S)=O)C=CC=C1 (5- (o-carboxybenzylidene) rhodanine), [OH-].[Na+] (sodium hydroxide), Cl (hydrochloric acid). Solvent: O (water). Product: C1(=O)SC(=CC2=CC=CC=C12)C(=O)O (2- Thiaisocoumarin -3- carboxylic acid). RXN SMILES: [C:1]([C:4]1[CH:17]=[CH:16][CH:15]=[CH:14][C:5]=1[CH:6]=[C:7]1[S:11]C(=S)N[C:8]1=[O:13])([OH:3])=O.[OH-:18].[Na+].Cl>O>[C:1]1([C:4]2[C:5](=[CH:14][CH:15]=[CH:16][CH:17]=2)[CH:6]=[C:7]([C:8]([OH:18])=[O:13])[S:11]1)=[O:3] |f:1.2|. Procedure details: A mixture of 5- (o-carboxybenzylidene) rhodanine (4.68g.) and sodium hydroxide (5.0g.) in water (40ml.) was heated under reflux for 30 minutes, cooled and poured into 5N hydrochloric acid (250ml.). Filtration and recrystallisation from ethanol-water gave the product as a white solid, mp. 260.5° - 261° (lit mp. 261°-3°), (Found: C, 58.10; H, 2.92; S, 15.41. C10H6SO3 requires C, 58.24; H, 2.93; S, 15.55). Reactants: OC1=CC=C(C=C1)C. Reagents/catalysts: O1BOC(C)(C)C1(C)C, O1B(OC(C)(C)C1(C)C)B2OC(C)(C)C(O2)(C)C, N=1C=CC(=CC1C=2N=CC=C(C2)C(C)(C)C)C(C)(C)C, C[OH2+].C[OH2+].C1CC=CCCC=C1.C1CC=CCCC=C1.[Ir].[Ir]. The solvent is C1CCCCC1. Conditions: temperature 80 celsius, time 24 hour. The product is OC1=CC=C(C=C1B2OC(C)(C)C(O2)(C)C)C. The yield is 85.0%. Starting materials: [OH-].[Na+] (NaOH), CN1[C@H]([C@@H](CC1)C1=C(C=C(C=C1OC)OC)OC)COC(C)=O ((±)-trans-Acetic acid 1-methyl-3-(2,4,6-trimethoxy-phenyl)-pyrrolidin-2-ylmethyl ester). Solvent: CO (methanol). Conditions: temperature 50 celsius, time 45 minute. Yields the product CN1[C@H]([C@@H](CC1)C1=C(C=C(C=C1OC)OC)OC)CO ((±)-trans-[1-Methyl-3-(2,4,6-trimethoxy-phenyl)-pyrrolidin-2-yl]-methanol). As a reaction SMILES: [OH-].[Na+].[CH3:3][N:4]1[CH2:8][CH2:7][C@@H:6]([C:9]2[C:14]([O:15][CH3:16])=[CH:13][C:12]([O:17][CH3:18])=[CH:11][C:10]=2[O:19][CH3:20])[C@@H:5]1[CH2:21][O:22]C(=O)C>CO>[CH3:3][N:4]1[CH2:8][CH2:7][C@@H:6]([C:9]2[C:14]([O:15][CH3:16])=[CH:13][C:12]([O:17][CH3:18])=[CH:11][C:10]=2[O:19][CH3:20])[C@@H:5]1[CH2:21][OH:22] |f:0.1|. Procedure: A 10% aqueous NaOH solution (596 mL) was added to a solution of the compound of example 3 (241 g, 0.75 mol) in methanol (596 mL). The reaction mixture was stirred at 50° C. for 45 min. It was concentrated to a gum and then poured into ice-cold water (2 L). The resulting solid was filtered to obtain the title compound. Reactants: C(C)N(C1=C(C=CC(=C1)OC)[C@@H]1CC=2C=CC(=CC2CC1)OC(C(C)(C)C)=O)C(C1=CC=C(C=C1)O)=O (pivalic acid (S)-6-{2-[ethyl(4-hydroxybenzoyl)amino]-4-methoxyphenyl}-5,6,7,8-tetrahydronaphthalen-2-yl ester), BrCC(=O)N1CC(CCC1)(C)C (2-bromo-1-(3,3-dimethylpiperidin-1-yl)ethanone). Yields the product CC1(CN(CCC1)CCOC1=CC=C(CCCNC2=C(C=CC(=C2)OC)[C@@H]2CC=3C=CC(=CC3CC2)O)C=C1)C ((S)-6-{2-{{4-[2-(3,3-Dimethylpiperidin-1-yl)ethoxy]benzyl}ethylamino}-4-methoxyphenyl}-5,6,7,8-tetrahydronaphthalen-2-ol). Isolated yield 101.7%. Reaction SMILES: C([N:3](C(=O)C1C=CC(O)=CC=1)[C:4]1[CH:9]=[C:8]([O:10][CH3:11])[CH:7]=[CH:6][C:5]=1[C@H:12]1[CH2:21][CH2:20][C:19]2[CH:18]=[C:17]([O:22]C(=O)C(C)(C)C)[CH:16]=[CH:15][C:14]=2[CH2:13]1)C.Br[CH2:39][C:40]([N:42]1[CH2:47][CH2:46][CH2:45][C:44]([CH3:49])([CH3:48])[CH2:43]1)=O>>[CH3:48][C:44]1([CH3:49])[CH2:45][CH2:46][CH2:47][N:42]([CH2:40][CH2:39][O:10][C:8]2[CH:9]=[CH:4][C:5]([CH2:12][CH2:13][CH2:14][NH:3][C:4]3[CH:9]=[C:8]([O:10][CH3:11])[CH:7]=[CH:6][C:5]=3[C@H:12]3[CH2:21][CH2:20][C:19]4[CH:18]=[C:17]([OH:22])[CH:16]=[CH:15][C:14]=4[CH2:13]3)=[CH:6][CH:7]=2)[CH2:43]1. Reported procedure: Synthesized from pivalic acid (S)-6-{2-[ethyl(4-hydroxybenzoyl)amino]-4-methoxyphenyl}-5,6,7,8-tetrahydronaphthalen-2-yl ester (20 mg) and 2-bromo-1-(3,3-dimethylpiperidin-1-yl)ethanone (19 mg) according to an analogous synthetic method to Example 404 and purified by LC-MS, the title compound (11 mg) was obtained. Starting materials: BrN1C(N(C(NC1=O)=O)Br)=O (Dibromoisocyanuric acid), C1(CC1)C1=CC(=C(C(=O)OC)C=C1)OCC (methyl 4-cyclopropyl-2-ethoxybenzoate), S(=S)(=O)([O-])[O-].[Na+].[Na+] (sodium thiosulfate), BrN1C(N(C(NC1=O)=O)Br)=O (Dibromoisocyanuric acid). Run in CN(C)C=O (DMF). Conditions: temperature 90 celsius, time 1 hour. Product: BrC=1C(=CC(=C(C(=O)OC)C1)OCC)C1CC1 (Methyl 5-bromo-4-cyclopropyl-2-ethoxybenzoate). Yield: 154.0%. RXN SMILES: [Br:1]N1C(=O)NC(=O)N(Br)C1=O.[CH:12]1([C:15]2[CH:24]=[CH:23][C:18]([C:19]([O:21][CH3:22])=[O:20])=[C:17]([O:25][CH2:26][CH3:27])[CH:16]=2)[CH2:14][CH2:13]1.S([O-])([O-])(=O)=S.[Na+].[Na+]>CN(C=O)C>[Br:1][C:24]1[C:15]([CH:12]2[CH2:14][CH2:13]2)=[CH:16][C:17]([O:25][CH2:26][CH3:27])=[C:18]([CH:23]=1)[C:19]([O:21][CH3:22])=[O:20] |f:2.3.4|. Procedure: Dibromoisocyanuric acid (2.54 g) was added at room temperature to a DMF (60 mL) solution of methyl 4-cyclopropyl-2-ethoxybenzoate (3.25 g), and the mixture was stirred at 90° C. for 1 hour in a nitrogen atmosphere. Dibromoisocyanuric acid (423 mg) was added to the reaction mixture, and the mixture was stirred at 90° C. for 30 minutes in a nitrogen atmosphere. An aqueous sodium thiosulfate solution was added to the reaction mixture at room temperature, followed by extraction with ethyl acetate. T...